Dataset: the Open Reaction Database (ORD), a public repository of structured organic reaction records. Task: describe an organic reaction: reactants, conditions, products, and yield Starting materials: CCOC(C)=O, Nc1cccc(Cl)c1C(O)Cc1ccc(F)c(F)c1. Yields the product O=C1Nc2cccc(Cl)c2C(Cc2ccc(F)c(F)c2)O1. RXN SMILES: [CH3:20][CH2:21][O:22][C:23](=[O:24])[CH3:25].[NH2:1][c:2]1[c:3]([CH:9]([CH2:10][c:11]2[cH:12][c:13]([F:18])[c:14]([F:17])[cH:15][cH:16]2)[OH:19])[c:4]([Cl:8])[cH:5][cH:6][cH:7]1>>[NH:1]1[c:2]2[c:3]([c:4]([Cl:8])[cH:5][cH:6][cH:7]2)[CH:9]([CH2:10][c:11]2[cH:12][c:13]([F:18])[c:14]([F:17])[cH:15][cH:16]2)[O:19][C:21]1=[O:22]. The reactants are C1(=CC=CC=C1)P(CCCCP(C1=CC=CC=C1)C1=CC=CC=C1)C1=CC=CC=C1 (1,4-bis(di-phenylphosphino)butane), ClC1=NC=C(C(=N1)Cl)Cl (2,4,5-trichloropyrimidine), ClC=1C=C(C=CC1Cl)B(O)O (3,4-dichlorobenzene boronic acid), C(=O)([O-])[O-].[Na+].[Na+] (Na2CO3). Reagents/catalysts: C1=CC=C(C=C1)C#N.C1=CC=C(C=C1)C#N.Cl[Pd]Cl (bis(benzonitril)dichloro-palladium). The solvent is C1(=CC=CC=C1)C (toluene), CCO (EtOH), CCOCC (Et2O). Conditions: time 1 hour. Yields the product ClC1=NC=C(C(=N1)C1=CC(=C(C=C1)Cl)Cl)Cl (2,5-dichloro-4-(3,4-dichlorophenyl)pyrimidine). RXN SMILES: C1(P(C2C=CC=CC=2)CCCCP(C2C=CC=CC=2)C2C=CC=CC=2)C=CC=CC=1.[Cl:31][C:32]1[N:37]=[C:36](Cl)[C:35]([Cl:39])=[CH:34][N:33]=1.[Cl:40][C:41]1[CH:42]=[C:43](B(O)O)[CH:44]=[CH:45][C:46]=1[Cl:47].C([O-])([O-])=O.[Na+].[Na+]>C1(C)C=CC=CC=1.CCOCC.C1C=CC(C#N)=CC=1.C1C=CC(C#N)=CC=1.Cl[Pd]Cl.CCO>[Cl:31][C:32]1[N:37]=[C:36]([C:44]2[CH:43]=[CH:42][C:41]([Cl:40])=[C:46]([Cl:47])[CH:45]=2)[C:35]([Cl:39])=[CH:34][N:33]=1 |f:3.4.5,8.9.10|. Reported procedure: A suspension of 0.19 g (0.5 mmol) of bis(benzonitril)dichloro-palladium (II) and 0.2 g 1,4-bis(di-phenylphosphino)butane in 10 mL of toluene was heated at reflux with stirring for 1 h under nitrogen. The suspension was cooled to room temperature. One gram (6.6 mmol) of 3A, 1.57 g of 3,4-dichlorobenzene boronic acid (8.2 mmol), 2.5 mL EtOH and 5 mL of 1 M Na2CO3 were added and the mixture heated to reflux for 20 h. The reaction mixture was cooled and diluted with 100 mL Et2O. The suspension was f... Reactants: reagent, C=1N=C(C2=C(N1)N(C=N2)[C@H]3[C@@H]([C@@H]([C@H](O3)COP(=O)(O)OP(=O)(O)OC[C@@H]4[C@H]([C@H]([C@@H](O4)N5C=CCC(=C5)C(=O)N)O)O)O)O)N (NADH), C(C(O)C)(=O)[O-] (lactate), P(=O)([O-])([O-])[O-] (Phosphate), N[C@@H](CC(=O)[O-])C(=O)[O-] (aspartate), C(C(O)CC(=O)[O-])(=O)[O-] (malate). Product: C(CC(=O)C(=O)O)(=O)O.N[C@@H](CCC(=O)O)C(=O)O (Glutamate Oxalacetate). As a reaction SMILES: P([O-])([O-])([O-])=O.[NH2:6][C@H:7]([C:12]([O-:14])=[O:13])[CH2:8][C:9]([O-])=O.C1N=C(N)C2N=CN([C@@H]3O[C@H](COP(OP(OC[C@H]4O[C@@H](N5C=C(C(N)=O)CC=C5)[C@H](O)[C@@H]4O)(O)=O)(O)=O)[C@@H](O)[C@H]3O)C=2N=1.[C:59]([O-:64])(=[O:63])C(C)O.[C:65]([O-:73])(=[O:72])[CH:66]([CH2:68][C:69]([O-:71])=[O:70])[OH:67]>>[C:69]([OH:71])(=[O:70])[CH2:68][C:66]([C:65]([OH:73])=[O:72])=[O:67].[NH2:6][C@H:7]([C:12]([OH:14])=[O:13])[CH2:8][CH2:9][C:59]([OH:64])=[O:63] |f:5.6|. Procedure details: 0.5 ml of a turbid serum specimen is mixed with 3.1 ml of a reagent solution of the following composition: Phosphate buffer, pH 7.4; aspartate, NADH, lactate dehydrogenase (LDH), malate dehydrogenase (MDH), 2.85 vol.-% of the agent of Example 2. Starting materials: C1(=C(C(=C(C(=C1F)F)F)N)F)N.Cl.Cl (dihydrochloride), N1(CCCC1)C(=O)[O-] (1-pyrrolidinecarboxylate), N1(CCCC1)CC#C[C@@H]1N(CCC1)C(=O)OC(C)(C)C ((R)-t-butyl 2-[3-(1-pyrrolidinyl)-1-propynyl]-1-pyrrolidinecarboxylate). Solvent: CO (MeOH). The product is N1[C@@H](CCC1)C#CCN1CCCC1 ((S)-1-[3-(2-pyrrolidinyl)-2-propynyl]pyrrolidine). The yield is 26.0%. As a reaction SMILES: C1(N)C(F)=C(F)C(F)=C(N)C=1F.Cl.Cl.N1(C([O-])=O)CCCC1.[N:23]1([CH2:28][C:29]#[C:30][C@H:31]2[CH2:35][CH2:34][CH2:33][N:32]2C(OC(C)(C)C)=O)[CH2:27][CH2:26][CH2:25][CH2:24]1>CO>[NH:32]1[CH2:33][CH2:34][CH2:35][C@H:31]1[C:30]#[C:29][CH2:28][N:23]1[CH2:27][CH2:26][CH2:25][CH2:24]1 |f:0.1.2|. Reported procedure: This compound was obtained as the dihydrochloride salt following Example 50, Part A by substituting (S)-t-butyl (1-pyrrolidinyl)-1-propynyl]-1-pyrrolidinecarboxylate for (R)-t-butyl 2-[3-(1-pyrrolidinyl)-1-propynyl]-1-pyrrolidinecarboxylate, a white hygroscopic powder, m.p. 208°-211° C. [a]D -23° (c 0.75, MeOH). Recrystallization of the mother liquor gave an additional 26% of product. Starting materials: C(C)OCC (diethylether), NC(CC(=O)NC[C@@H]1CC[C@H](CC1)C(=O)N1CCN(CC1)C(C(C)C)=O)C1=CC=CC=C1 (3-amino-N-[trans-4-(4-isobutyryl-piperazine-1-carbonyl)-cyclohexylmethyl]-3-phenyl-propionamide), 1,1-carbonyldiimidazole. The solvent is CC#N (CH3CN). The product is C(C(C)C)(=O)N1CCN(CC1)C(=O)[C@@H]1CC[C@H](CC1)CN1C(NC(CC1=O)C1=CC=CC=C1)=O (3-[trans-4-(4-Isobutyryl-piperazine-1-carbonyl)-cyclohexylmethyl]-6-phenyl-dihydro-pyrimidine-2,4-dione). The yield is 22.0%. Reaction SMILES: [NH2:1][CH:2]([C:27]1[CH:32]=[CH:31][CH:30]=[CH:29][CH:28]=1)[CH2:3][C:4]([NH:6][CH2:7][C@H:8]1[CH2:13][CH2:12][C@H:11]([C:14]([N:16]2[CH2:21][CH2:20][N:19]([C:22](=[O:26])[CH:23]([CH3:25])[CH3:24])[CH2:18][CH2:17]2)=[O:15])[CH2:10][CH2:9]1)=[O:5].[CH2:33]([O:35]CC)C>CC#N>[C:22]([N:19]1[CH2:20][CH2:21][N:16]([C:14]([C@H:11]2[CH2:12][CH2:13][C@H:8]([CH2:7][N:6]3[C:4](=[O:5])[CH2:3][CH:2]([C:27]4[CH:28]=[CH:29][CH:30]=[CH:31][CH:32]=4)[NH:1][C:33]3=[O:35])[CH2:9][CH2:10]2)=[O:15])[CH2:17][CH2:18]1)(=[O:26])[CH:23]([CH3:25])[CH3:24]. Procedure details: A solution of 3-amino-N-[trans-4-(4-isobutyryl-piperazine-1-carbonyl)-cyclohexylmethyl]-3-phenyl-propionamide (0.13 g, 0.29 mmol) and 1,1-carbonyldiimidazole (0.10 g, 0.58 mmol) in CH3CN was irradiated with microwave at 100° C. (250 watt) for 10 minutes. The solvent was removed under reduced pressure and the residue was washed with H2O and then with diethylether, affording 31 mg of the titled compound (22% yield). Starting materials: C(CCC)C=1N(C(=C(N1)C(CC)(C)O)C#N)C(C1=CC=CC=C1)(C1=CC=CC=C1)C1=CC=CC=C1 (2-butyl -5-cyano-4-(1-hydroxy-1-methyl propyl)-1-tritylimidazole). Solvent: C(C)(=O)O (acetic acid). Conditions: temperature 50 celsius, time 1 hour. Yields the product C(CCC)C=1NC(=C(N1)C(CC)(C)O)C#N (2-Butyl-5-cyano-4-(1-hydroxy-1-methylpropyl)imidazole). Isolated yield 81.4%. As a reaction SMILES: [CH2:1]([C:5]1[N:6](C(C2C=CC=CC=2)(C2C=CC=CC=2)C2C=CC=CC=2)[C:7]([C:15]#[N:16])=[C:8]([C:10]([OH:14])([CH3:13])[CH2:11][CH3:12])[N:9]=1)[CH2:2][CH2:3][CH3:4]>C(O)(=O)C>[CH2:1]([C:5]1[NH:6][C:7]([C:15]#[N:16])=[C:8]([C:10]([OH:14])([CH3:13])[CH2:11][CH3:12])[N:9]=1)[CH2:2][CH2:3][CH3:4]. Reported procedure: A mixture of 1.21 g of 2-butyl -5-cyano-4-(1-hydroxy-1-methyl propyl)-1-tritylimidazole (prepared as described in Preparation 17) and 20 ml of 75% v/v aqueous acetic acid was stirred at 50° C. for 1 hour, after which the mixture was cooled, and the deposited crystals of trityl alcohol were removed by filtration. The filtrate was concentrated by evaporation under reduced pressure, and the remaining water and acetic acid were distilled off as a toluene azeotrope under reduced pressure. The residue... Reactants: BrC1=C(C=CC(=C1)C(C)C)N(CC)C1=NC(=CC(=N1)C(=O)OC)C (methyl 2-(N-(2-bromo-4-(1-methylethyl)-phenyl)-N-ethylamino)-6-methyl-4-pyrimidinecarboxylate), C(=O)(O)[O-].[Na+] (NaHCO3), C(CCC)[Li] (n-butyl lithium), hexanes, BrC=1SC=CN1 (2-bromothiazole). Solvent: hexanes, C(C)(=O)OCC (ethyl acetate), C1CCOC1 (THF), C1CCOC1 (THF). Run at temperature -78 celsius, time 30 minute. Yields the product BrC1=C(C=CC(=C1)C(C)C)N(C1=NC(=CC(=N1)C(=O)C=1SC=CN1)C)CC (N-(2-bromo-4-(1-methylethyl)phenyl)-N-ethyl-4-(2-thiazolyl)carbonyl-6-methylpyrimidinamine). Isolated yield 85.0%. RXN SMILES: C([Li])CCC.Br[C:7]1[S:8][CH:9]=[CH:10][N:11]=1.[Br:12][C:13]1[CH:18]=[C:17]([CH:19]([CH3:21])[CH3:20])[CH:16]=[CH:15][C:14]=1[N:22]([C:25]1[N:30]=[C:29]([C:31](OC)=[O:32])[CH:28]=[C:27]([CH3:35])[N:26]=1)[CH2:23][CH3:24].C([O-])(O)=O.[Na+]>C1COCC1.C(OCC)(=O)C>[Br:12][C:13]1[CH:18]=[C:17]([CH:19]([CH3:20])[CH3:21])[CH:16]=[CH:15][C:14]=1[N:22]([CH2:23][CH3:24])[C:25]1[N:30]=[C:29]([C:31]([C:7]2[S:8][CH:9]=[CH:10][N:11]=2)=[O:32])[CH:28]=[C:27]([CH3:35])[N:26]=1 |f:3.4|. Procedure: To a solution of n-butyl lithium in hexanes (2.4 M, 1.34 mL, 3.24 mmol) in anhydrous THF (5 mL) at −78° C. under a nitrogen atmosphere was added 2-bromothiazole (0.49 g, 0.27 mL, 3.0 mmol) dropwise. After the addition was complete, the reaction mixture was stirred at −78° C. for 30 min. A solution of methyl 2-(N-(2-bromo-4-(1-methylethyl)-phenyl)-N-ethylamino)-6-methyl-4-pyrimidinecarboxylate (Example 18) (1.0 g, 2.5 mmol) in anhydrous THF (10 mL) was added dropwise. The reaction mixture was the... The reactants are CCCCCBr, ClCCl, [Na+], [OH-], O, CCCCCCCCCc1ccc(O)c(C(=O)c2ccccc2)c1. The product is CCCCCCCCCc1ccc(OCCCCC)c(C(=O)c2ccccc2)c1. RXN SMILES: [CH2:27]([CH2:28][CH2:29][CH2:30][CH3:31])[Br:32].[CH2:33]([Cl:34])[Cl:35].[Na+:26].[OH-:25].[OH2:36].[OH:1][c:2]1[c:3]([C:4](=[O:5])[c:6]2[cH:7][cH:8][cH:9][cH:10][cH:11]2)[cH:12][c:13]([CH2:16][CH2:17][CH2:18][CH2:19][CH2:20][CH2:21][CH2:22][CH2:23][CH3:24])[cH:14][cH:15]1>>[O:1]([c:2]1[c:3]([C:4](=[O:5])[c:6]2[cH:7][cH:8][cH:9][cH:10][cH:11]2)[cH:12][c:13]([CH2:16][CH2:17][CH2:18][CH2:19][CH2:20][CH2:21][CH2:22][CH2:23][CH3:24])[cH:14][cH:15]1)[CH2:27][CH2:28][CH2:29][CH2:30][CH3:31]. Starting materials: O=C1CCN(Cc2ccccc2)CC1, CCOC(=O)C=CCP(=O)(OCC)OCC, [H-], [Na+], C1CCOC1, O. The product is CCOC(=O)C=CC=C1CCN(Cc2ccccc2)CC1. As a reaction SMILES: [CH2:20]([c:21]1[cH:22][cH:23][cH:24][cH:25][cH:26]1)[N:27]1[CH2:28][CH2:29][C:30](=[O:33])[CH2:31][CH2:32]1.[CH2:4]([O:5][P:6]([O:7][CH2:8][CH3:9])(=[O:10])[CH2:12][CH:13]=[CH:14][C:15](=[O:16])[O:17][CH2:18][CH3:19])[CH3:11].[H-:1].[Na+:2].[O:34]1[CH2:35][CH2:36][CH2:37][CH2:38]1.[OH2:3]>>[CH:12]([CH:13]=[CH:14][C:15](=[O:16])[O:17][CH2:18][CH3:19])=[C:30]1[CH2:29][CH2:28][N:27]([CH2:20][c:21]2[cH:22][cH:23][cH:24][cH:25][cH:26]2)[CH2:32][CH2:31]1. The reactants are [Na] (sodium), [Na] (sodium), CO (MeOH), ClC1=NC(=CC(=C1)C(=O)C1=CC2=C(NC(O2)=O)C(=C1)C)Cl (6-(2,6-dichloro-pyridine-4-carbonyl)-4-methyl-3H-benzoxazol-2-one). Yields the product ClC1=NC(=CC(=C1)C(=O)C1=CC2=C(NC(O2)=O)C(=C1)C)OC (6-(2-chloro-6-methoxy-pyridine-4-carbonyl)-4-methyl-3H-benzoxazol-2-one). Reaction SMILES: [Na].Cl[C:3]1[CH:8]=[C:7]([C:9]([C:11]2[CH:20]=[C:19]([CH3:21])[C:14]3[NH:15][C:16](=[O:18])[O:17][C:13]=3[CH:12]=2)=[O:10])[CH:6]=[C:5]([Cl:22])[N:4]=1.[CH3:23][OH:24]>>[Cl:22][C:5]1[CH:6]=[C:7]([C:9]([C:11]2[CH:20]=[C:19]([CH3:21])[C:14]3[NH:15][C:16](=[O:18])[O:17][C:13]=3[CH:12]=2)=[O:10])[CH:8]=[C:3]([O:24][CH3:23])[N:4]=1 |^1:0|. Procedure: Under a nitrogen atmosphere 0.21 g (9.3 mmol) sodium were added batchwise to 50 mL MeOH. After the sodium had dissolved completely, 1.0 g (3.1 mmol) of 6-(2,6-dichloro-pyridine-4-carbonyl)-4-methyl-3H-benzoxazol-2-one were added and the mixture was refluxed for 5 h. Then the reaction mixture was evaporated down i. vac., the residue was combined with 50 mL water and the precipitated solid was suction filtered. This was washed with a little water and dried.